This data is from the Open Reaction Database (ORD), a public repository of structured organic reaction records. The task is: describe an organic reaction: reactants, conditions, products, and yield Starting materials: C1(CC1)S(=O)(=O)C1=CC=C(C=C1)C(C[C@@H]1CC2(O[C@@H]([C@H](O2)C2=CC=CC=C2)C2=CC=CC=C2)CC1)C1=CC=C(N1)C1=NC=CC=C1 (2-(5-{1-[4-(cyclopropylsulfonyl)phenyl]-2-[(2R,3R,7R)-2,3-diphenyl-1,4-dioxaspiro[4.4]non-7-yl]ethyl}-1H-pyrrol-2-yl)pyridine), Cl (hydrochloric acid). Solvent: C(C)(=O)OCC (ethyl acetate), O1CCCC1 (tetrahydrofuran). Reaction conditions: time 8 hour. Yields the product C1(CC1)S(=O)(=O)C1=CC=C(C=C1)C(C[C@@H]1CC(CC1)=O)C=1NC(=CC1)C1=NC=CC=C1 ((3R)-3-{2-[4-(cyclopropylsulfonyl)phenyl]-2-(5-(pyridin-2-yl)-1H-pyrrol-2-yl)ethyl}cyclopentanone). Isolated yield 93.3%. RXN SMILES: [CH:1]1([S:4]([C:7]2[CH:12]=[CH:11][C:10]([CH:13]([C:36]3[NH:40][C:39]([C:41]4[CH:46]=[CH:45][CH:44]=[CH:43][N:42]=4)=[CH:38][CH:37]=3)[CH2:14][C@H:15]3[CH2:35][CH2:34][C:17]4(O[C@H](C5C=CC=CC=5)[C@@H](C5C=CC=CC=5)[O:18]4)[CH2:16]3)=[CH:9][CH:8]=2)(=[O:6])=[O:5])[CH2:3][CH2:2]1.Cl>O1CCCC1.C(OCC)(=O)C>[CH:1]1([S:4]([C:7]2[CH:12]=[CH:11][C:10]([CH:13]([C:36]3[NH:40][C:39]([C:41]4[CH:46]=[CH:45][CH:44]=[CH:43][N:42]=4)=[CH:38][CH:37]=3)[CH2:14][C@H:15]3[CH2:35][CH2:34][C:17](=[O:18])[CH2:16]3)=[CH:9][CH:8]=2)(=[O:5])=[O:6])[CH2:3][CH2:2]1. Procedure: To a solution of 2-(5-{1-[4-(cyclopropylsulfonyl)phenyl]-2-[(2R,3R,7R)-2,3-diphenyl-1,4-dioxaspiro[4.4]non-7-yl]ethyl}-1H-pyrrol-2-yl)pyridine (70 mg) in tetrahydrofuran (3 mL) was added 1M hydrochloric acid (3 mL), and the mixture was stirred overnight at room temperature. The reaction mixture was diluted with ethyl acetate, and washed with saturated aqueous sodium hydrogen carbonate. The ethyl acetate layer was washed with saturated brine, dried (MgSO4) and concentrated. The residue was subjec... The reactants are C[Si](C)(C)CC(=O)N (Trimethylsilylacetamide), P(=O)(Cl)(Cl)Cl (Phosphorus oxychloride), P(=O)(Cl)(Cl)Cl (phosphorus oxychloride), C(C=C)ON=C(C(=O)O)C=1N=C(SC1)N (2-allyloxyimino-2-(2-amino-1,3-thiazol-4-yl)acetic acid), NC1[C@@H]2N(C(=C(CS2)CSC=2SC=NN2)C(=O)O)C1=O (7-amino-3-(1,3,4 -thiadiazol-2-yl)thiomethyl-3-cephem-4-carboxylic acid). Run in C([O-])(O)=O.[Na+] (sodium bicarbonate), O (water), O1CCCC1 (tetrahydrofuran), O (Water), O1CCCC1 (tetrahydrofuran), CC(=O)C (acetone), CN(C=O)C (dimethylformamide). Conditions: time 20 minute. Yields the product C(C=C)ON=C(C(=O)NC1[C@@H]2N(C(=C(CS2)CSC=2SC=NN2)C(=O)O)C1=O)C=1N=C(SC1)N (7-[2-allyloxyimino-2-(2-amino-1,3-thiazol-4-yl)acetamido]-3-(1,3,4-thiadiazol-2-yl)thiomethyl-3-cephem-4-carboxylic acid). Isolated yield 63.3%. RXN SMILES: [CH2:1]([O:4][N:5]=[C:6]([C:10]1[N:11]=[C:12]([NH2:15])[S:13][CH:14]=1)[C:7]([OH:9])=O)[CH:2]=[CH2:3].P(Cl)(Cl)(Cl)=O.C[Si](CC(N)=O)(C)C.[NH2:29][CH:30]1[C:47](=[O:48])[N:32]2[C:33]([C:44]([OH:46])=[O:45])=[C:34]([CH2:37][S:38][C:39]3[S:40][CH:41]=[N:42][N:43]=3)[CH2:35][S:36][C@H:31]12>O1CCCC1.C(=O)(O)[O-].[Na+].O.CC(C)=O.CN(C)C=O>[CH2:1]([O:4][N:5]=[C:6]([C:10]1[N:11]=[C:12]([NH2:15])[S:13][CH:14]=1)[C:7]([NH:29][CH:30]1[C:47](=[O:48])[N:32]2[C:33]([C:44]([OH:46])=[O:45])=[C:34]([CH2:37][S:38][C:39]3[S:40][CH:41]=[N:42][N:43]=3)[CH2:35][S:36][C@H:31]12)=[O:9])[CH:2]=[CH2:3] |f:5.6|. Reported procedure: Water (0.05 g) was added to a suspension of 2-allyloxyimino-2-(2-amino-1,3-thiazol-4-yl)acetic acid (syn isomer) (1.0 g) in tetrahydrofuran (10 ml). Phosphorus oxychloride (0.84 g) was added thereto at 0° to 5° C. and the mixture was stirred for 20 minutes at the same temperature. Trimethylsilylacetamide (0.66 g) was added thereto, the mixture was stirred for 20 minutes at the same temperature, phosphorus oxychloride (0.84 g) was added thereto, the resulting mixture was stirred for 20 minutes at... The reactants are CN(C)C=O, O, O=C(OCc1ccccc1)C(Cl)N1C(=O)CC1SC(c1ccccc1)(c1ccccc1)c1ccccc1, c1ccc(P(c2ccccc2)c2ccccc2)cc1. The product is O=C(OCc1ccccc1)C(N1C(=O)CC1SC(c1ccccc1)(c1ccccc1)c1ccccc1)=P(c1ccccc1)(c1ccccc1)c1ccccc1. RXN SMILES: [O:57]=[CH:58][N:59]([CH3:60])[CH3:61].[OH2:62].[c:1]1([C:7]([S:8][CH:9]2[CH2:10][C:11](=[O:25])[N:12]2[CH:13]([Cl:14])[C:15](=[O:16])[O:17][CH2:18][c:19]2[cH:20][cH:21][cH:22][cH:23][cH:24]2)([c:26]2[cH:27][cH:28][cH:29][cH:30][cH:31]2)[c:32]2[cH:33][cH:34][cH:35][cH:36][cH:37]2)[cH:2][cH:3][cH:4][cH:5][cH:6]1.[c:38]1([P:44]([c:45]2[cH:46][cH:47][cH:48][cH:49][cH:50]2)[c:51]2[cH:52][cH:53][cH:54][cH:55][cH:56]2)[cH:39][cH:40][cH:41][cH:42][cH:43]1>>[c:1]1([C:7]([S:8][CH:9]2[CH2:10][C:11](=[O:25])[N:12]2[C:13]([C:15](=[O:16])[O:17][CH2:18][c:19]2[cH:20][cH:21][cH:22][cH:23][cH:24]2)=[P:44]([c:38]2[cH:39][cH:40][cH:41][cH:42][cH:43]2)([c:45]2[cH:46][cH:47][cH:48][cH:49][cH:50]2)[c:51]2[cH:52][cH:53][cH:54][cH:55][cH:56]2)([c:26]2[cH:27][cH:28][cH:29][cH:30][cH:31]2)[c:32]2[cH:33][cH:34][cH:35][cH:36][cH:37]2)[cH:2][cH:3][cH:4][cH:5][cH:6]1. The reactants are C1COCCO1, CC(C)(C)[O-], CCOC(C)=O, Cc1ccccc1, CC(C)c1cc(C(C)C)c(-c2ccccc2P(C2CCCCC2)C2CCCCC2)c(C(C)C)c1, CC(Nc1nc(Cl)cc(N2CCC(O)(CO)CC2)n1)c1ccc(F)cc1, Nc1cnccn1, [Na+]. Yields the product CC(Nc1nc(Nc2cnccn2)cc(N2CCC(O)(CO)CC2)n1)c1ccc(F)cc1. RXN SMILES: [CH2:80]1[O:81][CH2:82][CH2:83][O:84][CH2:85]1.[CH3:68][C:69]([CH3:70])([O-:71])[CH3:72].[CH3:74][CH2:75][O:76][C:77](=[O:78])[CH3:79].[CH3:86][c:87]1[cH:88][cH:89][cH:90][cH:91][cH:92]1.[CH:34]1([P:35]([CH:36]2[CH2:37][CH2:38][CH2:39][CH2:40][CH2:41]2)[c:42]2[cH:43][cH:44][cH:45][cH:46][c:47]2-[c:48]2[c:49]([CH:50]([CH3:51])[CH3:52])[cH:53][c:54]([CH:55]([CH3:56])[CH3:57])[cH:58][c:59]2[CH:60]([CH3:61])[CH3:62])[CH2:63][CH2:64][CH2:65][CH2:66][CH2:67]1.[Cl:1][c:2]1[cH:3][c:4]([N:18]2[CH2:19][CH2:20][C:21]([OH:24])([CH2:25][OH:26])[CH2:22][CH2:23]2)[n:5][c:6]([NH:8][CH:9]([CH3:10])[c:11]2[cH:12][cH:13][c:14]([F:17])[cH:15][cH:16]2)[n:7]1.[NH2:27][c:28]1[n:29][cH:30][cH:31][n:32][cH:33]1.[Na+:73]>>[c:2]1([NH:27][c:28]2[n:29][cH:30][cH:31][n:32][cH:33]2)[cH:3][c:4]([N:18]2[CH2:19][CH2:20][C:21]([OH:24])([CH2:25][OH:26])[CH2:22][CH2:23]2)[n:5][c:6]([NH:8][CH:9]([CH3:10])[c:11]2[cH:12][cH:13][c:14]([F:17])[cH:15][cH:16]2)[n:7]1. Reactants: ClC(CCC)OC(=O)NCC1(CCCCC1)CC(=O)OCC1=CC=CC=C1 (Benzyl 1-{[(α-Chlorobutoxy)carbonyl]aminomethyl}-1-Cyclohexane Acetate), C(CC)(=O)O (propionic acid), Ag2CO3. Run in C(Cl)(Cl)Cl (chloroform). Run at time 5 hour. The product is C(CC)(=O)OC(CCC)OC(=O)NCC1(CCCCC1)CC(=O)OCC1=CC=CC=C1 (Benzyl 1-{[(α-Propanoyloxybutoxy)carbonyl]aminomethyl}-1-Cyclohexane Acetate). Yield: 39.2%. RXN SMILES: Cl[CH:2]([O:6][C:7]([NH:9][CH2:10][C:11]1([CH2:17][C:18]([O:20][CH2:21][C:22]2[CH:27]=[CH:26][CH:25]=[CH:24][CH:23]=2)=[O:19])[CH2:16][CH2:15][CH2:14][CH2:13][CH2:12]1)=[O:8])[CH2:3][CH2:4][CH3:5].[C:28]([OH:32])(=[O:31])[CH2:29][CH3:30]>C(Cl)(Cl)Cl>[C:28]([O:32][CH:2]([O:6][C:7]([NH:9][CH2:10][C:11]1([CH2:17][C:18]([O:20][CH2:21][C:22]2[CH:27]=[CH:26][CH:25]=[CH:24][CH:23]=2)=[O:19])[CH2:16][CH2:15][CH2:14][CH2:13][CH2:12]1)=[O:8])[CH2:3][CH2:4][CH3:5])(=[O:31])[CH2:29][CH3:30]. Procedure: A suspension of (134) (5.8 g, 14.7 mmol), propionic acid (1.64 mL, 22.0 mmol) and Ag2CO3 (6.07 g, 22.0 mmol) in chloroform (80 mL) was stirred at room temperature. The reaction was judged complete by TLC after 5 hours. The reaction mixture was then filtered through a pad of Celite, the filtrate washed with brine and dried over Na2SO4. Filtration and evaporation gave a crude product, which was purified by flash chromatography on silica gel, eluting with 15% ethyl acetate in hexane, to afford 2.5 ... Starting materials: COC(=O)C1C(=O)CC2CCC1N2Cc1ccccc1, [CH3]. The product is COC(=O)C1C(=O)CC2CCC1N2C. Reaction SMILES: [CH2:1]([c:2]1[cH:3][cH:4][cH:5][cH:6][cH:7]1)[N:8]1[CH:9]2[CH:10]([C:17](=[O:18])[O:19][CH3:20])[C:11](=[O:16])[CH2:12][CH:13]1[CH2:14][CH2:15]2.[CH3:21]>>[CH3:1][N:8]1[CH:9]2[CH:10]([C:17](=[O:18])[O:19][CH3:20])[C:11](=[O:16])[CH2:12][CH:13]1[CH2:14][CH2:15]2.